This data is from the Open Reaction Database (ORD), a public repository of structured organic reaction records. The task is: describe an organic reaction: reactants, conditions, products, and yield The reactants are ClC1=NC=CC(=C1)F (2-chloro-4-fluoropyridine), ClC1=C(C=CC(=C1)F)C1C=2N(CC(C1)O)N=C(N2)NC2CCN(CC2)C(=O)OC(C)(C)C (tert-butyl 4-(8-(2-chloro-4-fluorophenyl)-6-hydroxy-5,6,7,8-tetrahydro-[1,2,4]triazolo[1,5-a]pyridin-2-ylamino)piperidine-1-carboxylate), Cl (HCl). Run at temperature 80 celsius, time 0.5 hour. The product is ClC1=C(C=CC(=C1)F)C1C=2N(CC(C1)O)N=C(N2)NC2CCN(CC2)C2=CC(=NC=C2)Cl (8-(2-Chloro-4-fluorophenyl)-2-(1-(2-chloropyridin-4-yl)piperidin-4-ylamino)-5,6,7,8-tetrahydro-[1,2,4]triazolo[1,5-a]pyridin-6-ol), gum. Yield: 76.0%. Reaction SMILES: [Cl:1][C:2]1[CH:7]=[C:6]([F:8])[CH:5]=[CH:4][C:3]=1[CH:9]1[CH2:14][CH:13]([OH:15])[CH2:12][N:11]2[N:16]=[C:17]([NH:19][CH:20]3[CH2:25][CH2:24][N:23](C(OC(C)(C)C)=O)[CH2:22][CH2:21]3)[N:18]=[C:10]12.Cl.[Cl:34][C:35]1[CH:40]=[C:39](F)[CH:38]=[CH:37][N:36]=1>>[Cl:1][C:2]1[CH:7]=[C:6]([F:8])[CH:5]=[CH:4][C:3]=1[CH:9]1[CH2:14][CH:13]([OH:15])[CH2:12][N:11]2[N:16]=[C:17]([NH:19][CH:20]3[CH2:21][CH2:22][N:23]([C:39]4[CH:38]=[CH:37][N:36]=[C:35]([Cl:34])[CH:40]=4)[CH2:24][CH2:25]3)[N:18]=[C:10]12. Procedure details: To tert-butyl 4-(8-(2-chloro-4-fluorophenyl)-6-hydroxy-5,6,7,8-tetrahydro-[1,2,4]triazolo[1,5-a]pyridin-2-ylamino)piperidine-1-carboxylate (0.05 g, 0.1 mmol) was added HCl (3 mL, 4 N in dioxane) and the reaction stirred for 0.5 hour. The reaction was then concentrated to dryness, the residue redissolved in dimethylacetamide (0.5 mL), triethylamine added until the mixture was basic, followed by the addition of 2-chloro-4-fluoropyridine (0.04 g, 0.3 mmol) and the mixture heated to 80° C. for 1 hou...